From a dataset of the Open Reaction Database (ORD), a public repository of structured organic reaction records. describe an organic reaction: reactants, conditions, products, and yield The reactants are CO, CCOC(C)=O, CCN(C(C)C)C(C)C, COC(=O)Cl, ClCCl, ClCCl, Cl, Cl, NC1CCCCCC=CC2CC2(C(=O)NS(=O)(=O)C2CC2)NC(=O)C2CC(Oc3nccc4ccccc34)CN2C1=O. The product is COC(=O)NC1CCCCCC=CC2CC2(C(=O)NS(=O)(=O)C2CC2)NC(=O)C2CC(Oc3nccc4ccccc34)CN2C1=O. Reaction SMILES: [CH3:59][OH:60].[CH3:67][CH2:68][O:69][C:70]([CH3:71])=[O:72].[CH:45]([N:46]([CH2:47][CH3:48])[CH:49]([CH3:50])[CH3:51])([CH3:52])[CH3:53].[Cl:54][C:55](=[O:56])[O:57][CH3:58].[Cl:61][CH2:62][Cl:63].[Cl:64][CH2:65][Cl:66].[ClH:1].[ClH:2].[NH2:3][CH:4]1[CH2:5][CH2:6][CH2:7][CH2:8][CH2:9][CH:10]=[CH:11][CH:12]2[CH2:13][C:14]2([C:36](=[O:37])[NH:38][S:39](=[O:40])(=[O:41])[CH:42]2[CH2:43][CH2:44]2)[NH:15][C:16](=[O:35])[CH:17]2[CH2:18][CH:19]([O:24][c:25]3[n:26][cH:27][cH:28][c:29]4[cH:30][cH:31][cH:32][cH:33][c:34]34)[CH2:20][N:21]2[C:22]1=[O:23]>>[NH:3]([CH:4]1[CH2:5][CH2:6][CH2:7][CH2:8][CH2:9][CH:10]=[CH:11][CH:12]2[CH2:13][C:14]2([C:36](=[O:37])[NH:38][S:39](=[O:40])(=[O:41])[CH:42]2[CH2:43][CH2:44]2)[NH:15][C:16](=[O:35])[CH:17]2[CH2:18][CH:19]([O:24][c:25]3[n:26][cH:27][cH:28][c:29]4[cH:30][cH:31][cH:32][cH:33][c:34]34)[CH2:20][N:21]2[C:22]1=[O:23])[C:55](=[O:56])[O:57][CH3:58].